Dataset: the Open Reaction Database (ORD), a public repository of structured organic reaction records. Task: describe an organic reaction: reactants, conditions, products, and yield The reactants are O=C([O-])O, CCO, Cl, CC(Oc1ccnc(C#N)c1)C(F)(F)F, NO, [Na+]. Yields the product CC(Oc1ccnc(C(N)=O)c1)C(F)(F)F. Reaction SMILES: [C:1]([O-:2])(=[O:3])[OH:4].[CH3:24][CH2:25][OH:26].[ClH:6].[F:9][C:10]([CH:11]([O:12][c:13]1[cH:14][c:15]([C:19]#[N:20])[n:16][cH:17][cH:18]1)[CH3:21])([F:22])[F:23].[NH2:7][OH:8].[Na+:5]>>[O:2]=[C:19]([c:15]1[cH:14][c:13]([O:12][CH:11]([C:10]([F:9])([F:22])[F:23])[CH3:21])[cH:18][cH:17][n:16]1)[NH2:20]. The reactants are C(C1=CC=CC=C1)OC1=C(C=CC(=C1)O)[N+](=O)[O-] (2-benzyloxy-4-hydroxynitrobenzene), FC1=C(C(=C(C(=C1[N+](=O)[O-])F)F)F)F (pentafluoronitrobenzene), C([O-])([O-])=O.[K+].[K+] (potassium carbonate). Run in C1(CCCO1)=O (γ-butyrolactone). Conditions: time 24 hour. The product is [N+](=O)([O-])C1=C(C(=C(OC2=CC(=C(C=C2)[N+](=O)[O-])OCC2=CC=CC=C2)C(=C1F)F)F)F (1-(4-nitro-2,3,5,6-tetrafluorophenoxy)-3-benzyloxy-4-nitrobenzene). Reaction SMILES: [CH2:1]([O:8][C:9]1[CH:14]=[C:13]([OH:15])[CH:12]=[CH:11][C:10]=1[N+:16]([O-:18])=[O:17])[C:2]1[CH:7]=[CH:6][CH:5]=[CH:4][CH:3]=1.[F:19][C:20]1[C:25]([N+:26]([O-:28])=[O:27])=[C:24]([F:29])[C:23]([F:30])=[C:22](F)[C:21]=1[F:32].C(=O)([O-])[O-].[K+].[K+]>C1(=O)OCCC1>[N+:26]([C:25]1[C:24]([F:29])=[C:23]([F:30])[C:22]([O:15][C:13]2[CH:12]=[CH:11][C:10]([N+:16]([O-:18])=[O:17])=[C:9]([O:8][CH2:1][C:2]3[CH:3]=[CH:4][CH:5]=[CH:6][CH:7]=3)[CH:14]=2)=[C:21]([F:32])[C:20]=1[F:19])([O-:28])=[O:27] |f:2.3.4|. Procedure: 24.5 g of 2-benzyloxy-4-hydroxynitrobenzene (0.1 mol) and 21.3 g of pentafluoronitrobenzene (0.1 mol) are dissolved in 300 ml of γ-butyrolactone in a three-neck flask fitted with stirrer. 30 g of potassium carbonate (0.22 mol) are then added in portions, and the mixture is stirred at room temperature for 24 hours. The reaction solution is then filtered via a fluted filter, and the crude product is extracted by shaking with 200 ml of ethyl acetate and 300 ml of water. The organic phase is washed ... Starting materials: C1=CC=C(C2=C1C1=C(CCCC2)C=CC=C1)C(=O)O (5,6,7,8-tetrahydrodibenzo[a,c]cycloocten-4-carboxylic acid), solution. Solvent: O1CCCC1 (tetrahydrofuran), O1CCCC1 (tetrahydrofuran). The product is C1=CC=C(C2=C1C1=C(CCCC2)C=CC=C1)CO (5,6,7,8-tetrahydrodibenzo[a,c]cycloocten-4-methanol). Yield: 86.4%. RXN SMILES: [CH:1]1[C:6]2[C:7]3[CH:16]=[CH:15][CH:14]=[CH:13][C:8]=3[CH2:9][CH2:10][CH2:11][CH2:12][C:5]=2[C:4]([C:17](O)=[O:18])=[CH:3][CH:2]=1>O1CCCC1>[CH:1]1[C:6]2[C:7]3[CH:16]=[CH:15][CH:14]=[CH:13][C:8]=3[CH2:9][CH2:10][CH2:11][CH2:12][C:5]=2[C:4]([CH2:17][OH:18])=[CH:3][CH:2]=1. Procedure details: The reaction between 5,6,7,8-tetrahydrodibenzo[a,c]cycloocten-4-carboxylic acid (1.7 g, 0.0067 mole) and borane-tetrahydrofuran complex (1.16 g of a 1.05 M solution in tetrahydrofuran) in tetrahydrofuran (50 ml) produced 5,6,7,8-tetrahydrodibenzo[a,c]cycloocten-4-methanol as an oil (1.38 g). The IR and nmr spectra were consistent with the proposed structure. Reactants: BrBr (Bromine), C(C)(=O)C=1OC=CC1 (2-acetylfuran), O1CCOCC1 (1,4-dioxane). Run in C(Cl)(Cl)Cl (chloroform). Reaction conditions: time 18 hour. The product is BrCC(=O)C=1OC=CC1 (2-Bromo-1-(2-furanyl)ethanone). Isolated yield 94.3%. Reaction SMILES: [Br:1]Br.[C:3]([C:6]1[O:7][CH:8]=[CH:9][CH:10]=1)(=[O:5])[CH3:4].O1CCOCC1>C(Cl)(Cl)Cl>[Br:1][CH2:4][C:3]([C:6]1[O:7][CH:8]=[CH:9][CH:10]=1)=[O:5]. Procedure details: Bromine (71.14 ml, 1.39 mol) is added dropwise over 1 hour to a solution of 117.59 g (1.07 mol) of 2-acetylfuran (1) in a mixture of 900 ml of either and 400 ml of 1,4-dioxane, at 0° C. under a nitrogen atmosphere. The reaction is warmed to ambient temperature and stirred for 18 hours, then quenched with 1.1 liter of saturated aqueous ammonium chloride and extracted with chloroform. The organic layer is dried over anhydrous magnesium sulfate and concentrated in vacuo to give a dark oil. Flash-ch... Reactants: C(C)C1=CC=2C(C3=CC=CC=C3C(C2C=C1)=O)=O (2-ethylanthraquinone), CuSO4.5H2O, [NH4+].[OH-] (NH4OH). Reagents/catalysts: [Zn] (Zn). Yields the product C(C)C1=CC2=CC3=CC=CC=C3C=C2C=C1 (2-ethylanthracene). Yield: 38021.4%. As a reaction SMILES: [CH2:1]([C:3]1[CH:16]=[CH:15][C:14]2[C:13](=O)[C:12]3[C:7](=[CH:8][CH:9]=[CH:10][CH:11]=3)[C:6](=O)[C:5]=2[CH:4]=1)[CH3:2].[NH4+].[OH-]>[Zn]>[CH2:1]([C:3]1[CH:16]=[CH:15][C:14]2[C:5](=[CH:6][C:7]3[C:12]([CH:13]=2)=[CH:11][CH:10]=[CH:9][CH:8]=3)[CH:4]=1)[CH3:2] |f:1.2|. Procedure: To a 5 L 3-neck flask fitted with condenser, thermometer, and overhead stirrer was added 2-ethylanthraquinone (Aldrich, 120 g, 0.51 mmol), Zn dust (Mallinckrodt, 300 g, 4.59 mol), CuSO4.5H2O (Mallinckrodt, 3.0 g) and 28% NH4OH (Mallinckrodt, 2.8 mL). The temperature was increased until the initial dark red color had faded (about 6 h). The reaction mixture was then filtered. The filtrate was extracted with EtOAc (5×1 L), and the filter cake washed with EtOAc (2×1 L). The EtOAc solutions were comb... The reactants are BrC=1N=C(SC1)N1CCC(CC1)NCCO (2-[1-(4-bromothiazol-2-yl)piperidin-4-ylamino]ethanol), CC1(CCC(C2=CC(=CC=C12)B1OC(C(O1)(C)C)(C)C)=O)C (4,4-dimethyl-7-(4,4,5,5-tetramethyl-1,3,2-dioxaborolan-2-yl)-3,4-dihydro-2H-naphthalen-1-one). The product is OCCNC1CCN(CC1)C=1SC=C(N1)C1=CC=C2C(CCC(C2=C1)=O)(C)C (7-{2-[4-(2-hydroxyethylamino)piperidin-1-yl]thiazol-4-yl}-4,4-dimethyl-3,4-dihydro-2H-naphthalen-1-one). Reaction SMILES: Br[C:2]1[N:3]=[C:4]([N:7]2[CH2:12][CH2:11][CH:10]([NH:13][CH2:14][CH2:15][OH:16])[CH2:9][CH2:8]2)[S:5][CH:6]=1.[CH3:17][C:18]1([CH3:38])[C:27]2[C:22](=[CH:23][C:24](B3OC(C)(C)C(C)(C)O3)=[CH:25][CH:26]=2)[C:21](=[O:37])[CH2:20][CH2:19]1>>[OH:16][CH2:15][CH2:14][NH:13][CH:10]1[CH2:11][CH2:12][N:7]([C:4]2[S:5][CH:6]=[C:2]([C:24]3[CH:23]=[C:22]4[C:27]([C:18]([CH3:38])([CH3:17])[CH2:19][CH2:20][C:21]4=[O:37])=[CH:26][CH:25]=3)[N:3]=2)[CH2:8][CH2:9]1. Procedure: The preparation is carried out as already described above starting from 100 mg (0.27 mmol) of 2-[1-(4-bromothiazol-2-yl)piperidin-4-ylamino]ethanol (preparation already described above) and 88 mg (0.29 mmol) of 4,4-dimethyl-7-(4,4,5,5-tetramethyl-1,3,2-dioxaborolan-2-yl)-3,4-dihydro-2H-naphthalen-1-one. The product was purified by means of flash chromatography on silica gel. Reactants: CCOCC, OCc1cc(C(F)(F)F)ccc1I, BrP(Br)Br. Product: FC(F)(F)c1ccc(I)c(CBr)c1. As a reaction SMILES: [CH3:18][CH2:19][O:20][CH2:21][CH3:22].[F:1][C:2]([c:3]1[cH:4][cH:5][c:6]([I:11])[c:7]([CH2:8][OH:9])[cH:10]1)([F:12])[F:13].[P:14]([Br:15])([Br:16])[Br:17]>>[F:1][C:2]([c:3]1[cH:4][cH:5][c:6]([I:11])[c:7]([CH2:8][Br:15])[cH:10]1)([F:12])[F:13]. The reactants are BrCCBr, O=C([O-])[O-], COc1cc(C=O)cc(Cl)c1O, [K+], [K+], CN(C)C=O, O. Yields the product COc1cc(C=O)cc(Cl)c1OCCBr. Reaction SMILES: [Br:1][CH2:2][CH2:3][Br:4].[C:17](=[O:18])([O-:19])[O-:20].[Cl:5][c:6]1[cH:7][c:8]([CH:9]=[O:10])[cH:11][c:12]([O:15][CH3:16])[c:13]1[OH:14].[K+:21].[K+:22].[O:24]=[CH:25][N:26]([CH3:27])[CH3:28].[OH2:23]>>[Br:1][CH2:2][CH2:3][O:14][c:13]1[c:6]([Cl:5])[cH:7][c:8]([CH:9]=[O:10])[cH:11][c:12]1[O:15][CH3:16]. The reactants are BrCC1CC1, O=C([O-])[O-], Cc1cc(C=CC#N)cc(C(=O)c2[nH]c(=O)[nH]c(=O)c2C(C)C)c1, [I-], [K+], [K+], [Li+], CN(C)C=O. The product is Cc1cc(C=CC#N)cc(C(=O)c2c(C(C)C)c(=O)[nH]c(=O)n2CC2CC2)c1. RXN SMILES: [Br:33][CH2:34][CH:35]1[CH2:36][CH2:37]1.[C:25](=[O:26])([O-:27])[O-:28].[CH:1]([CH3:2])([CH3:3])[c:4]1[c:5]([C:12](=[O:13])[c:14]2[cH:15][c:16]([CH:21]=[CH:22][C:23]#[N:24])[cH:17][c:18]([CH3:20])[cH:19]2)[nH:6][c:7](=[O:11])[nH:8][c:9]1=[O:10].[I-:31].[K+:29].[K+:30].[Li+:32].[O:38]=[CH:39][N:40]([CH3:41])[CH3:42]>>[CH:1]([CH3:2])([CH3:3])[c:4]1[c:5]([C:12](=[O:13])[c:14]2[cH:15][c:16]([CH:21]=[CH:22][C:23]#[N:24])[cH:17][c:18]([CH3:20])[cH:19]2)[n:6]([CH2:34][CH:35]2[CH2:36][CH2:37]2)[c:7](=[O:11])[nH:8][c:9]1=[O:10].